This data is from the Open Reaction Database (ORD), a public repository of structured organic reaction records. The task is: describe an organic reaction: reactants, conditions, products, and yield The reactants are ClC1=C(C=C(C=C1)NC(C1=CC=C(C=C1)CS(=O)(=O)CC)=O)C1=NC=CC=C1 (N-(4-chloro-3-(pyridin-2-yl)phenyl)-4-(ethylsulfonylmethyl)benzamide), CC(C)S(=O)(=O)Cl (propane-2-sulfonyl chloride), C(C)S(=O)(=O)Cl (ethanesulfonyl chloride). The product is ClC1=C(C=C(C=C1)NC(C1=CC=C(C=C1)CS(=O)(=O)C(C)C)=O)C1=NC=CC=C1 (N-(4-chloro-3-(pyridin-2-yl)phenyl)-4-(isopropylsulfonylmethyl)benzamide). As a reaction SMILES: [Cl:1][C:2]1[CH:7]=[CH:6][C:5]([NH:8][C:9](=[O:22])[C:10]2[CH:15]=[CH:14][C:13]([CH2:16][S:17]([CH2:20][CH3:21])(=[O:19])=[O:18])=[CH:12][CH:11]=2)=[CH:4][C:3]=1[C:23]1[CH:28]=[CH:27][CH:26]=[CH:25][N:24]=1.[CH3:29]C(S(Cl)(=O)=O)C.C(S(Cl)(=O)=O)C>>[Cl:1][C:2]1[CH:7]=[CH:6][C:5]([NH:8][C:9](=[O:22])[C:10]2[CH:15]=[CH:14][C:13]([CH2:16][S:17]([CH:20]([CH3:29])[CH3:21])(=[O:19])=[O:18])=[CH:12][CH:11]=2)=[CH:4][C:3]=1[C:23]1[CH:28]=[CH:27][CH:26]=[CH:25][N:24]=1. Reported procedure: N-(4-chloro-3-(pyridin-2-yl)phenyl)-4-(isopropylsulfonylmethyl)benzamide was prepared using the same procedure as N-(4-chloro-3-(pyridin-2-yl)phenyl)-4-(ethylsulfonylmethyl)benzamide except propane-2-sulfonyl chloride was substituted for ethanesulfonyl chloride. The product was purified on reverse phase HPLC to yield N-(4-chloro-3-(pyridin-2-yl)phenyl)-4-(isopropylsulfonylmethyl)benzamide. MS (Q1) 429 (M)+. Reactants: COc1ccc(CN(Cc2ccc(OC)cc2)c2nc(C)c(C)c3c2ncn3Cc2cc(-c3ccc(F)cc3)no2)cc1, O=C(O)C(F)(F)F. Product: Cc1nc(N)c2ncn(Cc3cc(-c4ccc(F)cc4)no3)c2c1C. Reaction SMILES: [F:1][c:2]1[cH:3][cH:4][c:5](-[c:8]2[n:9][o:10][c:11]([CH2:13][n:14]3[cH:15][n:16][c:17]4[c:18]([N:25]([CH2:26][c:27]5[cH:28][cH:29][c:30]([O:31][CH3:32])[cH:33][cH:34]5)[CH2:35][c:36]5[cH:37][cH:38][c:39]([O:40][CH3:41])[cH:42][cH:43]5)[n:19][c:20]([CH3:24])[c:21]([CH3:23])[c:22]34)[cH:12]2)[cH:6][cH:7]1.[OH:44][C:45]([C:46]([F:47])([F:48])[F:49])=[O:50]>>[F:1][c:2]1[cH:3][cH:4][c:5](-[c:8]2[n:9][o:10][c:11]([CH2:13][n:14]3[cH:15][n:16][c:17]4[c:18]([NH2:25])[n:19][c:20]([CH3:24])[c:21]([CH3:23])[c:22]34)[cH:12]2)[cH:6][cH:7]1.